Dataset: the Open Reaction Database (ORD), a public repository of structured organic reaction records. Task: describe an organic reaction: reactants, conditions, products, and yield Starting materials: COC[C@H]1[C@@]([C@H]1/C=C/C(=C/C(=O)OCC)/C)(C1=CC=2C(CCC(C2C=C1)(C)C)(C)C)C (Ethyl (+)-(1S, 2R, 3R)-5-[3-methoxymethyl-2-methyl-2-(5,5,8,8-tetramethyl-5,6,7,8-tetrahydro-naphthalen-2-yl)-cyclopropyl]-3-methyl-penta-2E,4E-dienoate), C(C)OC[C@H]1[C@@]([C@@H]1C=O)(C1=CC=2C(CCC(C2C=C1)(C)C)(C)C)C ((−)-(1R, 2S, 3R)-3-Ethoxymethyl-2-methyl-2-(5,5,8,8-tetramethyl-5,6,7,8-tetrahydro-naphthalen-2-yl)-cyclopropanecarbaldehyde). The product is C(C)OC[C@H]1[C@]([C@@H]1/C=C/C(=C/C(=O)OCC)/C)(C1=CC=2C(CCC(C2C=C1)(C)C)(C)C)C (Ethyl (−)-(1R, 2S, 3R)-5-[3-ethoxymethyl-2-methyl-2-(5,5,8,8-tetramethyl-5,6,7,8-tetrahydro-naphthalen-2-yl)-cyclopropyl]-3-methyl-penta-2E,4E-dienoate). The yield is 73.0%. RXN SMILES: [CH3:1][O:2][CH2:3][C@@H:4]1[C@H:6](/[CH:7]=[CH:8]/[C:9](/[CH3:16])=[CH:10]/[C:11]([O:13][CH2:14][CH3:15])=[O:12])[C@@:5]1([CH3:31])[C:17]1[CH:26]=[CH:25][C:24]2[C:23]([CH3:28])([CH3:27])[CH2:22][CH2:21][C:20]([CH3:30])([CH3:29])[C:19]=2[CH:18]=1.[CH2:32](OC[C@@H]1[C@@H](C=O)[C@@]1(C)C1C=CC2C(C)(C)CCC(C)(C)C=2C=1)C>>[CH2:1]([O:2][CH2:3][C@@H:4]1[C@@H:6](/[CH:7]=[CH:8]/[C:9](/[CH3:16])=[CH:10]/[C:11]([O:13][CH2:14][CH3:15])=[O:12])[C@:5]1([CH3:31])[C:17]1[CH:26]=[CH:25][C:24]2[C:23]([CH3:28])([CH3:27])[CH2:22][CH2:21][C:20]([CH3:30])([CH3:29])[C:19]=2[CH:18]=1)[CH3:32]. Procedure details: Following a procedure similar to that for the preparation of Compound 16a but using Intermediate 15b as the starting material afforded the title compound (35 mg, 73% yield) as a white solid: The reactants are CC(=O)c1cc(Br)ccc1O, C1CCNC1, CC1CCC(=O)C1, CO, Cl, O. The product is CC1CCC2(CC(=O)c3cc(Br)ccc3O2)C1. RXN SMILES: [Br:1][c:2]1[cH:3][cH:4][c:5]([OH:11])[c:6]([C:8]([CH3:9])=[O:10])[cH:7]1.[CH2:19]1[CH2:20][NH:21][CH2:22][CH2:23]1.[CH3:12][CH:13]1[CH2:14][C:15](=[O:18])[CH2:16][CH2:17]1.[CH3:25][OH:26].[ClH:24].[OH2:27]>>[Br:1][c:2]1[cH:3][cH:4][c:5]2[c:6]([cH:7]1)[C:8](=[O:10])[CH2:9][C:15]1([O:11]2)[CH2:14][CH:13]([CH3:12])[CH2:17][CH2:16]1. The reactants are [Cl-].[Na+] (sodium chloride), C(C)(=O)OC(C(O)C=1C=C2CN(C(NC2=CC1)=O)C)C (6-(2-acetoxy-1-hydroxypropyl)-3,4-dihydro-3-methyl-2(1H)-quinazolinone), S([O-])(O)(=O)=O.[K+] (potassium bisulfate), C(Cl)Cl (methylene chloride). The solvent is C([O-])(O)=O.[Na+] (sodium bicarbonate), O (water). Product: O=C(CC=1C=C2CN(C(NC2=CC1)=O)C)C (6-(2-oxopropyl)-3,4-dihydro-3-methyl-2(1H)-quinazolinone). RXN SMILES: C([O:4][CH:5]([CH3:20])[CH:6]([C:8]1[CH:9]=[C:10]2[C:15](=[CH:16][CH:17]=1)[NH:14][C:13](=[O:18])[N:12]([CH3:19])[CH2:11]2)O)(=O)C.S(=O)(=O)(O)[O-].[K+].C(Cl)Cl.[Cl-].[Na+]>C(=O)(O)[O-].[Na+].O>[O:4]=[C:5]([CH3:20])[CH2:6][C:8]1[CH:9]=[C:10]2[C:15](=[CH:16][CH:17]=1)[NH:14][C:13](=[O:18])[N:12]([CH3:19])[CH2:11]2 |f:1.2,4.5,6.7|. Procedure details: A mixture of 6-(2-acetoxy-1-hydroxypropyl)-3,4-dihydro-3-methyl-2(1H)-quinazolinone (6.47 g) prepared in Step 3 and potassium bisulfate (4.75 g) are ground together and placed under aspirator vacuum in an oil bath at 170° C. until all the material is a melt. Upon cooling the residue is partioned between methylene chloride (100 ml) and water (50 ml). The aqueous is diluted with 50 ml sat. sodium bicarbonate solution and sodium chloride (30 g) and then extracted with methylene chloride. The combin...